Dataset: the Open Reaction Database (ORD), a public repository of structured organic reaction records. Task: describe an organic reaction: reactants, conditions, products, and yield Reactants: COC1=CC=C(C(C2=CC=C(C=C2)OC)(C2=CC=CC=C2)Cl)C=C1 (4,4′-Dimethoxytrityl chloride), S(=O)(=O)(OCC(CO)O)C1=CC=C(C)C=C1 ((±)-2,3-Dihydroxypropyl tosylate), C(=O)(O)[O-].[Na+] (NaHCO3). Run in N1=CC=CC=C1 (pyridine). Conditions: temperature 0 celsius, time 2 hour. Yields the product S(=O)(=O)(C1=CC=C(C)C=C1)OCC(O)COC(C1=CC=C(C=C1)OC)(C1=CC=C(C=C1)OC)C1=CC=CC=C1 ((±)-1-O-Tosyl-3-O-(4,4′-dimethoxytrityl)glycerol). Yield: 65.9%. Reaction SMILES: [S:1]([C:10]1[CH:16]=[CH:15][C:13]([CH3:14])=[CH:12][CH:11]=1)([O:4][CH2:5][CH:6]([OH:9])[CH2:7][OH:8])(=[O:3])=[O:2].[CH3:17][O:18][C:19]1[CH:40]=[CH:39][C:22]([C:23](Cl)([C:32]2[CH:37]=[CH:36][CH:35]=[CH:34][CH:33]=2)[C:24]2[CH:29]=[CH:28][C:27]([O:30][CH3:31])=[CH:26][CH:25]=2)=[CH:21][CH:20]=1.C([O-])(O)=O.[Na+]>N1C=CC=CC=1>[S:1]([O:4][CH2:5][CH:6]([CH2:7][O:8][C:23]([C:32]1[CH:37]=[CH:36][CH:35]=[CH:34][CH:33]=1)([C:24]1[CH:29]=[CH:28][C:27]([O:30][CH3:31])=[CH:26][CH:25]=1)[C:22]1[CH:21]=[CH:20][C:19]([O:18][CH3:17])=[CH:40][CH:39]=1)[OH:9])([C:10]1[CH:11]=[CH:12][C:13]([CH3:14])=[CH:15][CH:16]=1)(=[O:2])=[O:3] |f:2.3|. Procedure details: (±)-2,3-Dihydroxypropyl tosylate (IV) (525 mg, 2.13 mmol, 1 eq.) was dissolved in pyridine (20 mL, anhydrous) and cooled to 0° C. 4,4′-Dimethoxytrityl chloride (758 mg, 2.24 mmol, 1.05 eq.) was added in 3 portions over 2 h and the reaction solution was allowed to warm up to rt. After 2 h, sat. aq. NaHCO3 (75 mL) was added to the reaction mixture, followed by extraction with CH2Cl2 (3×75 mL). The extract was dried with Na2SO4, filtered, concentrated in vacuo and dried by coevaporation with toluen... Reactants: S(=O)(O)[O-].[Na+] (sodium hydrogen sulfite), C1(=CC=C(C=C1)S(=O)(=O)O)C (p-toluenesulfonic acid), OCCOC1=C(C=C(C=O)C=C1C)C (4-(2-hydroxy-ethoxy)-3,5-dimethyl-benzaldehyde), NC1=C(C(=O)NC2=CC=C(C=C2)I)C=CC=C1 (2-amino-N-(4-iodo-phenyl)-benzamide). The solvent is CN(C(C)=O)C (N,N-dimethylacetamide), O (water). Reaction conditions: temperature 155 celsius. Yields the product OCCOC1=C(C=C(C=C1C)C1=NC2=CC=CC=C2C(N1C1=CC=C(C=C1)I)=O)C (2-(4-(2-hydroxyethoxy)-3,5-dimethylphenyl)-3-(4-iodophenyl)quinazolin-4(3H)-one). RXN SMILES: [OH:1][CH2:2][CH2:3][O:4][C:5]1[C:12]([CH3:13])=[CH:11][C:8]([CH:9]=O)=[CH:7][C:6]=1[CH3:14].[NH2:15][C:16]1[CH:31]=[CH:30][CH:29]=[CH:28][C:17]=1[C:18]([NH:20][C:21]1[CH:26]=[CH:25][C:24]([I:27])=[CH:23][CH:22]=1)=[O:19].S([O-])(O)=O.[Na+].C1(C)C=CC(S(O)(=O)=O)=CC=1>CN(C)C(=O)C.O>[OH:1][CH2:2][CH2:3][O:4][C:5]1[C:12]([CH3:13])=[CH:11][C:8]([C:9]2[N:20]([C:21]3[CH:26]=[CH:25][C:24]([I:27])=[CH:23][CH:22]=3)[C:18](=[O:19])[C:17]3[C:16](=[CH:31][CH:30]=[CH:29][CH:28]=3)[N:15]=2)=[CH:7][C:6]=1[CH3:14] |f:2.3|. Reported procedure: To a mixture of 4-(2-hydroxy-ethoxy)-3,5-dimethyl-benzaldehyde (0.570 g, 2.96 mmol) and 2-amino-N-(4-iodo-phenyl)-benzamide (1.00 g, 2.96 mmol) in N,N-dimethylacetamide (10 mL) was added sodium hydrogen sulfite (0.470 g, 4.44 mmol) and p-toluenesulfonic acid (0.280 g, 1.48 mmol). The reaction mixture was heated at 155° C. for 14 hours. The reaction mixture was cooled to room temperature and diluted with cold water (20 mL) to produce the precipitate. The yellow solid was filtered, washed with col... The solvent is C(Cl)(Cl)Cl (chloroform), C(Cl)(Cl)Cl (chloroform). Reaction SMILES: S(Cl)([Cl:3])=O.O[CH2:6][CH2:7][CH2:8][NH:9][C:10]([C:12]1[C:21]2[O:20][C:19]([C:22]3[CH:27]=[CH:26][CH:25]=[CH:24][CH:23]=3)=[C:18]([CH3:28])[C:17](=[O:29])[C:16]=2[CH:15]=[CH:14][CH:13]=1)=[O:11]>C(Cl)(Cl)Cl>[Cl:3][CH2:6][CH2:7][CH2:8][NH:9][C:10]([C:12]1[C:21]2[O:20][C:19]([C:22]3[CH:27]=[CH:26][CH:25]=[CH:24][CH:23]=3)=[C:18]([CH3:28])[C:17](=[O:29])[C:16]=2[CH:15]=[CH:14][CH:13]=1)=[O:11]. Procedure details: A solution of 1.1 ml of thionyl chloride in 2 ml of chloroform was added to a boiling solution of 3.37 g of Intermediate XXXVI in 20 ml of chloroform. After stirring for 90 minutes under reflux, the solvent was removed in vacuo and the residue was crystallized from acetonitrile to give 3 g of pure title compound, m.p. (188) 193°-194° C. Yields the product ClCCCNC(=O)C1=CC=CC=2C(C(=C(OC21)C2=CC=CC=C2)C)=O (8-(3-Chloropropylcarbamoyl)-3-methyl-4-oxo-2-phenyl-4H-1-benzopyran). Run at time 90 minute. Reactants: S(=O)(Cl)Cl (thionyl chloride), OCCCNC(=O)C1=CC=CC=2C(C(=C(OC21)C2=CC=CC=C2)C)=O (8-(3-Hydroxypropylcarbamoyl)-3-methyl-4-oxo-2-phenyl-4H-1-benzopyran). Starting materials: O=C1Cc2c(Br)cccc2N1, C1CCNCC1, CCO, Cc1c(C=O)[nH]c2c1C(=O)N(CC(O)CN1CCOCC1)CCC2. Reaction SMILES: [Br:25][c:26]1[c:27]2[c:31]([cH:32][cH:33][cH:34]1)[NH:30][C:29](=[O:35])[CH2:28]2.[CH2:36]1[CH2:37][CH2:38][NH:39][CH2:40][CH2:41]1.[CH3:42][CH2:43][OH:44].[OH:1][CH:2]([CH2:3][N:4]1[C:5](=[O:17])[c:6]2[c:7]([nH:11][c:12]([CH:15]=[O:16])[c:13]2[CH3:14])[CH2:8][CH2:9][CH2:10]1)[CH2:18][N:19]1[CH2:20][CH2:21][O:22][CH2:23][CH2:24]1>>[OH:1][CH:2]([CH2:3][N:4]1[C:5](=[O:17])[c:6]2[c:7]([nH:11][c:12]([CH:15]=[C:28]3[c:27]4[c:26]([Br:25])[cH:34][cH:33][cH:32][c:31]4[NH:30][C:29]3=[O:35])[c:13]2[CH3:14])[CH2:8][CH2:9][CH2:10]1)[CH2:18][N:19]1[CH2:20][CH2:21][O:22][CH2:23][CH2:24]1. Yields the product Cc1c(C=C2C(=O)Nc3cccc(Br)c32)[nH]c2c1C(=O)N(CC(O)CN1CCOCC1)CCC2. The product is ClC1=CC(=NC=C1C(=O)N)Cl (4,6-dichloro-nicotinamide). Reaction SMILES: [Cl:1][C:2]1[C:7]([C:8](O)=[O:9])=[CH:6][N:5]=[C:4]([Cl:11])[CH:3]=1.C(Cl)(=O)C(Cl)=O.C[N:19](C=O)C>C(Cl)Cl>[Cl:1][C:2]1[C:7]([C:8]([NH2:19])=[O:9])=[CH:6][N:5]=[C:4]([Cl:11])[CH:3]=1. Isolated yield 71.0%. Procedure details: 4,6-Dichloro-nicotinic acid (10.3 g, 53.4 mmol) was suspended in CH2Cl2 (200 mL). Oxalyl chloride (14 mL, 158 mmol) was added and the reaction was placed in an ice bath. DMF (1.0 mL) was added and the reaction was fitted with an air cooled condenser. The reaction was stirred for 3 h and allowed to warm to 25° C. The volatiles were removed in vacuo and the crude residue was resuspended in THF (200 mL) and cooled to 0° C. To this stirred suspension was added concentrated aqueous ammonia (75 mL) dr... The reactants are ClC1=CC(=NC=C1C(=O)O)Cl (4,6-Dichloro-nicotinic acid), C(C(=O)Cl)(=O)Cl (Oxalyl chloride), CN(C)C=O (DMF). Solvent: C(Cl)Cl (CH2Cl2). Conditions: temperature 25 celsius, time 3 hour. Reactants: IC1=C(SC=C1C)C(=O)OC (methyl 3-iodo-4-methylthiophene-2-carboxylate), [OH-].[Na+] (NaOH), Cl (HCl), CO (MeOH). The solvent is C1CCOC1 (THF). Run at time 4 hour. Product: IC1=C(SC=C1C)C(=O)O (3-iodo-4-methylthiophene-2-carboxylic acid). Yield: 100.1%. Reaction SMILES: [I:1][C:2]1[C:6]([CH3:7])=[CH:5][S:4][C:3]=1[C:8]([O:10]C)=[O:9].[OH-].[Na+].CO.Cl>C1COCC1>[I:1][C:2]1[C:6]([CH3:7])=[CH:5][S:4][C:3]=1[C:8]([OH:10])=[O:9] |f:1.2|. Procedure details: To a solution of methyl 3-iodo-4-methylthiophene-2-carboxylate [Oakwood Product Inc.] (10 g, 35.4 mmol) in THF (200 mL) was added a solution of 2N NaOH (19.50 mL, 39.0 mmol). MeOH was added to the reaction mixture until a homogeneous solution was obtained. After about 4 h, concentrated HCl was added until a pH of about 1 was obtained. The reaction mixture was partially concentrated under reduced pressure and the resulting solid was collected by filtration and dried under reduced pressure to prov... The reactants are BrCc1ccccc1, N#Cc1ccc(Nn2cncn2)cc1. Yields the product N#Cc1ccc(N(Cc2ccccc2)n2cncn2)cc1. RXN SMILES: [Br:15][CH2:16][c:17]1[cH:18][cH:19][cH:20][cH:21][cH:22]1.[C:1](#[N:2])[c:3]1[cH:4][cH:5][c:6]([NH:9][n:10]2[n:11][cH:12][n:13][cH:14]2)[cH:7][cH:8]1>>[C:1](#[N:2])[c:3]1[cH:4][cH:5][c:6]([N:9]([n:10]2[n:11][cH:12][n:13][cH:14]2)[CH2:16][c:17]2[cH:18][cH:19][cH:20][cH:21][cH:22]2)[cH:7][cH:8]1.